Dataset: the Open Reaction Database (ORD), a public repository of structured organic reaction records. Task: describe an organic reaction: reactants, conditions, products, and yield Conditions: time 24 hour. The product is FC=1C=C2C=3C[C@H](NCC3NC2=CC1)C(=O)O ((3S)-6-fluoro-1,2,3,4-tetrahydro-β-carboline-3-carboxylic acid). Yield: 69.0%. Procedure details: A mixture of 111 mg of 5-fluoro-L-tryptophan, 50 mg of 35% formalin, 0.8 ml of 0.1N sulfuric acid, 0.4 ml of ethanol and 0.3 ml of water is stirred at room temperature for 24 hours. The precipitates are collected by filtration, washed with water and ethanol and then dried. 80 mg of (3S)-6-fluoro-1,2,3,4-tetrahydro-β-carboline-3-carboxylic acid are obtained as white powder. Yield: 69% Reactants: FC1=CC=C2NC=C(C[C@H](N)C(=O)O)C2=C1 (5-fluoro-L-tryptophan), C=O (formalin), S(O)(O)(=O)=O (sulfuric acid), C(C)O (ethanol). Reaction SMILES: [F:1][C:2]1[CH:16]=[C:15]2[C:5]([NH:6][CH:7]=[C:8]2[CH2:9][C@@H:10]([C:12]([OH:14])=[O:13])[NH2:11])=[CH:4][CH:3]=1.C=O.S(=O)(=O)(O)O.[CH2:24](O)C>O>[F:1][C:2]1[CH:16]=[C:15]2[C:5](=[CH:4][CH:3]=1)[NH:6][C:7]1[CH2:24][NH:11][C@H:10]([C:12]([OH:14])=[O:13])[CH2:9][C:8]2=1. Solvent: O (water).